This data is from the Open Reaction Database (ORD), a public repository of structured organic reaction records. The task is: describe an organic reaction: reactants, conditions, products, and yield Reactants: COC1=C(C=CC=C1C)OC1=CC=CC=C1 (phenyl 2-methoxy-3-methylphenyl ether), BrN1C(CCC1=O)=O (N-bromosuccinimide), N(=NC(C#N)(C)C)C(C#N)(C)C (azobisisobutyronitrile). Solvent: C1=CC=CC=C1 (benzene). Product: COC1=C(C=CC=C1CBr)OC1=CC=CC=C1 (phenyl 2-methoxy-3-bromomethylphenyl ether). Yield: 103.5%. Reaction SMILES: [CH3:1][O:2][C:3]1[C:8]([CH3:9])=[CH:7][CH:6]=[CH:5][C:4]=1[O:10][C:11]1[CH:16]=[CH:15][CH:14]=[CH:13][CH:12]=1.[Br:17]N1C(=O)CCC1=O.N(C(C)(C)C#N)=NC(C)(C)C#N>C1C=CC=CC=1>[CH3:1][O:2][C:3]1[C:8]([CH2:9][Br:17])=[CH:7][CH:6]=[CH:5][C:4]=1[O:10][C:11]1[CH:16]=[CH:15][CH:14]=[CH:13][CH:12]=1. Procedure: A mixture of phenyl 2-methoxy-3-methylphenyl ether (6 g), N-bromosuccinimide (5.2 g) and azobisisobutyronitrile (500 mg) in dried benzene (60 ml) was treated in a similar manner to that of Example 14-(3) to give oily phenyl 2-methoxy-3-bromomethylphenyl ether (8.5 g). The reactants are ClCC(COS(=O)(=O)C=1C(=CC=CC1)C)O (1-chloro-3-toluensulfonyloxy-2-propanol), S(=S)(=O)([O-])[O-].[Na+].[Na+] (sodium thiosulfate), Cl[O-].[Na+] (sodium hypochlorite), [Br-].[Na+] (sodium bromide), C(O)([O-])=O.[Na+] (sodium hydrogencarbonate). Reagents/catalysts: CC1(CCCC(N1[O])(C)C)C (2,2,6,6-tetramethylpiperidine-1-oxyl). The solvent is C(C)(=O)OCC (ethyl acetate), O (water). Conditions: time 30 minute. Yields the product ClCC(COS(=O)(=O)C=1C(=CC=CC1)C)=O (1-chloro-3-toluensulfonyloxy-2-propanon). Isolated yield 73.5%. As a reaction SMILES: [Cl:1][CH2:2][CH:3]([OH:16])[CH2:4][O:5][S:6]([C:9]1[C:10]([CH3:15])=[CH:11][CH:12]=[CH:13][CH:14]=1)(=[O:8])=[O:7].[Br-].[Na+].C(=O)([O-])O.[Na+].Cl[O-].[Na+].S([O-])([O-])(=O)=S.[Na+].[Na+]>CC1(C)N([O])C(C)(C)CCC1.O.C(OCC)(=O)C>[Cl:1][CH2:2][C:3](=[O:16])[CH2:4][O:5][S:6]([C:9]1[C:10]([CH3:15])=[CH:11][CH:12]=[CH:13][CH:14]=1)(=[O:8])=[O:7] |f:1.2,3.4,5.6,7.8.9,^1:37|. Reported procedure: To the mixture consisting of 30 mmol (7.58 g) of 1-chloro-3-toluensulfonyloxy-2-propanol, 1.5 mmol (234 mg) of 2,2,6,6-tetramethylpiperidine-1-oxyl (TEMPO), 33 mmol (3.4 g) of sodium bromide, 90 mmol (7.50 g) of sodium hydrogencarbonate, 75 ml of ethyl acetate and 35 ml of water was added dropwise 47 mmol (32 g) of sodium hypochlorite aqueous solution (1.5 mmol/g) under cooling with ice. Temperature of the reaction system was about 4° C. and pH was about 8.5. After the dropping was completed, st... Starting materials: COC(=O)c1ccc(C=Cc2ccc(OC)cc2)nc1, C1CCOC1. Product: COC(=O)c1ccc(CCc2ccc(OC)cc2)nc1. RXN SMILES: [CH3:1][O:2][c:3]1[cH:4][cH:5][c:6]([CH:7]=[CH:8][c:9]2[n:10][cH:11][c:12]([C:13](=[O:14])[O:15][CH3:16])[cH:17][cH:18]2)[cH:19][cH:20]1.[O:21]1[CH2:22][CH2:23][CH2:24][CH2:25]1>>[CH3:1][O:2][c:3]1[cH:4][cH:5][c:6]([CH2:7][CH2:8][c:9]2[n:10][cH:11][c:12]([C:13](=[O:14])[O:15][CH3:16])[cH:17][cH:18]2)[cH:19][cH:20]1. Starting materials: CC(C)(C)[O-], CN(C)C=O, [K+], Sc1ccccc1, Cc1ccc(S(=O)(=O)OCCC2(OC3CCCCO3)CC2)cc1. Yields the product c1ccc(SCCC2(OC3CCCCO3)CC2)cc1. RXN SMILES: [CH3:24][C:25]([CH3:26])([O-:27])[CH3:28].[CH3:37][N:38]([CH3:39])[CH:40]=[O:41].[K+:29].[SH:30][c:31]1[cH:32][cH:33][cH:34][cH:35][cH:36]1.[c:1]1([CH3:2])[cH:3][cH:4][c:5]([S:6]([O:7][CH2:11][CH2:12][C:13]2([O:16][CH:17]3[O:18][CH2:19][CH2:20][CH2:21][CH2:22]3)[CH2:14][CH2:15]2)(=[O:8])=[O:9])[cH:10][cH:23]1>>[CH2:11]([CH2:12][C:13]1([O:16][CH:17]2[O:18][CH2:19][CH2:20][CH2:21][CH2:22]2)[CH2:14][CH2:15]1)[S:30][c:31]1[cH:32][cH:33][cH:34][cH:35][cH:36]1. Starting materials: COCC(C(=O)O)(C)C (3-methoxy-2,2-dimethylpropanoic acid), NCC=1C=CC(=C(C1)C1=NN(C(N1)=O)C1=CC=C(C=C1)C(F)(F)F)Cl (3-(5-(aminomethyl)-2-chlorophenyl)-1-(4-(trifluoromethyl)phenyl)-1H-1,2,4-triazol-5(4H)-one), CN(C)C=O (DMF), CN(C)C(=[N+](C)C)ON1C2=C(C=CC=C2)N=N1.[B-](F)(F)(F)F (TBTU), TEA. The solvent is C1CCOC1 (THF). Conditions: time 1 hour. The product is ClC1=C(C=C(CNC(C(COC)(C)C)=O)C=C1)C1=NN(C(N1)=O)C1=CC=C(C=C1)C(F)(F)F (N-(4-Chloro-3-(1-(4-(trifluoromethyl)phenyl)-4,5-dihydro-5-oxo-1H-1,2,4-triazol-3-yl)benzyl)-3-methoxy-2,2-dimethylpropanamide). Isolated yield 33.6%. Reaction SMILES: [NH2:1][CH2:2][C:3]1[CH:4]=[CH:5][C:6]([Cl:25])=[C:7]([C:9]2[NH:13][C:12](=[O:14])[N:11]([C:15]3[CH:20]=[CH:19][C:18]([C:21]([F:24])([F:23])[F:22])=[CH:17][CH:16]=3)[N:10]=2)[CH:8]=1.CN(C=O)C.CN(C(ON1N=NC2C=CC=CC1=2)=[N+](C)C)C.[B-](F)(F)(F)F.[CH3:53][O:54][CH2:55][C:56]([CH3:61])([CH3:60])[C:57](O)=[O:58]>C1COCC1>[Cl:25][C:6]1[CH:5]=[CH:4][C:3]([CH2:2][NH:1][C:57](=[O:58])[C:56]([CH3:61])([CH3:60])[CH2:55][O:54][CH3:53])=[CH:8][C:7]=1[C:9]1[NH:13][C:12](=[O:14])[N:11]([C:15]2[CH:16]=[CH:17][C:18]([C:21]([F:24])([F:23])[F:22])=[CH:19][CH:20]=2)[N:10]=1 |f:2.3|. Procedure details: To a solution of 3-(5-(aminomethyl)-2-chlorophenyl)-1-(4-(trifluoromethyl)phenyl)-1H-1,2,4-triazol-5(4H)-one (Intermediate-63, 0.250 g, 0.678 mmol) in THF:DMF (5 mL:1 mL), TBTU (0.653 g, 2.3 mmol), TEA (4.0 mL) were added and the reaction mass was stirred at RT for 1 h. To the reaction mixture, 3-methoxy-2,2-dimethylpropanoic acid (0.134 g, 1.01 mmol) was added and stirring was continued at RT for 2 days. After completion of the reaction, the reaction mass was quenched with water and extracted w... The reactants are [H-].[Na+] (Sodium hydride), ( 2 ), C(CC)C(C(=O)N[C@H](C(=O)OC)CC=C)CCC ((S)-Methyl 2-(2-propylpentanamido)pent-4-enoate), IC (Iodomethane). The solvent is C1CCOC1 (THF). Run at temperature 0 celsius, time 75 minute. The product is CN(C(C(CCC)CCC)=O)[C@H](C(=O)OC)CC=C ((S)-methyl 2-(N-methyl-2-propylpentanamido)pent-4-enoate). Yield: 25.6%. Reaction SMILES: [CH2:1]([CH:4]([CH2:16][CH2:17][CH3:18])[C:5]([NH:7][C@@H:8]([CH2:13][CH:14]=[CH2:15])[C:9]([O:11][CH3:12])=[O:10])=[O:6])[CH2:2][CH3:3].I[CH3:20].[H-].[Na+]>C1COCC1>[CH3:20][N:7]([C@@H:8]([CH2:13][CH:14]=[CH2:15])[C:9]([O:11][CH3:12])=[O:10])[C:5](=[O:6])[CH:4]([CH2:1][CH2:2][CH3:3])[CH2:16][CH2:17][CH3:18] |f:2.3|. Procedure details: Step A (2): (S)-Methyl 2-(2-propylpentanamido)pent-4-enoate (852 mg, 3.34 mmol) from Step A (1) was dissolved in THF (20 mL). Iodomethane (620 μL, 10 mmol) was added and resulting mixture chilled to 0° C. Sodium hydride (120 mg, 5.00 mmol) was added and the ice-bath was removed. After 75 min, the reaction was chilled again to 0° C. and quenched with aqueous 1 N HCl. The slurry was poured into H2O, and extracted with EtOAc (3×200 mL). The combined organic extracts were washed with brine, dried ov...